Dataset: the Open Reaction Database (ORD), a public repository of structured organic reaction records. Task: describe an organic reaction: reactants, conditions, products, and yield Reactants: FC1=C(C=C(C=O)C=C1)C(F)(F)F (4-Fluoro-3-(trifluoromethyl)benzaldehyde), [C@@H]1(CCCC2=CC=CC=C12)N ((1S)-1,2,3,4-tetrahydro-1-naphthalenylamine). Yields the product FC1=C(C=C(CN[C@H]2CCCC3=CC=CC=C23)C=C1)C(F)(F)F (N-[4-fluoro-3-(trifluoromethyl)benzyl]-N-[(1S)-1,2,3,4-tetrahydro-1-naphthalenyl]amine). Reaction SMILES: [F:1][C:2]1[CH:9]=[CH:8][C:5]([CH:6]=O)=[CH:4][C:3]=1[C:10]([F:13])([F:12])[F:11].[C@@H:14]1([NH2:24])[C:23]2[C:18](=[CH:19][CH:20]=[CH:21][CH:22]=2)[CH2:17][CH2:16][CH2:15]1>>[F:1][C:2]1[CH:9]=[CH:8][C:5]([CH2:6][NH:24][C@@H:14]2[C:23]3[C:18](=[CH:19][CH:20]=[CH:21][CH:22]=3)[CH2:17][CH2:16][CH2:15]2)=[CH:4][C:3]=1[C:10]([F:13])([F:12])[F:11]. Reported procedure: 4-Fluoro-3-(trifluoromethyl)benzaldehyde and (1S)-1,2,3,4-tetrahydro-1-naphthalenylamine were processed as described in Example 1A to provide the title compound.